Dataset: the Open Reaction Database (ORD), a public repository of structured organic reaction records. Task: describe an organic reaction: reactants, conditions, products, and yield Run in C1(=CC=CC=C1)C (toluene), C1(=CC=CC=C1)C (toluene), C1(=CC=CC=C1)C (toluene), C1(=CC=CC=C1)C (toluene). Procedure details: To a suspension of 20 g. (0.5 mole) of sodamide in 750 ml. of dry toluene was added dropwise 50.58 g. (0.5 mole) of 1-methyl-3-pyrrolidinol with cooling below 30° C. After stirring for 1 hour, 95.32 g. (0.5 mole) of p-toluene sulfonyl chloride in 500 ml. of dry toluene was added rapidly at a temperature below 10° C. maintained by dry ice/acetone bath. The temperature was allowed to come to room temperature and stirred for 2 hours. The reaction mixture was cooled, washed with 500 ml. of cold wate... RXN SMILES: [NH2-].[Na+].[CH3:3][N:4]1[CH2:8][CH2:7][CH:6](O)[CH2:5]1.C1(C)C=CC(S(Cl)(=O)=O)=CC=1.[CH3:21][N:22]([CH3:38])[C:23](=[O:37])[CH:24]([C:31]1[CH:36]=[CH:35][CH:34]=[CH:33][CH:32]=1)[C:25]1[CH:30]=[CH:29][CH:28]=[CH:27][CH:26]=1.S(C1C=CC(C)=CC=1)([O-])(=O)=O.Cl>C1(C)C=CC=CC=1>[CH3:38][N:22]([CH3:21])[C:23](=[O:37])[C:24]([C:25]1[CH:26]=[CH:27][CH:28]=[CH:29][CH:30]=1)([C:31]1[CH:36]=[CH:35][CH:34]=[CH:33][CH:32]=1)[CH:6]1[CH2:7][CH2:8][N:4]([CH3:3])[CH2:5]1 |f:0.1|. Product: CN(C(C(C1CN(CC1)C)(C1=CC=CC=C1)C1=CC=CC=C1)=O)C (N,N-Dimethyl-α,α-diphenyl-α-(1-methyl-3-pyrrolidinyl) acetamide). Starting materials: [NH2-].[Na+] (sodamide), CN(C(C(C1=CC=CC=C1)C1=CC=CC=C1)=O)C (N,N-dimethyl-α,α-diphenylacetamide), [NH2-].[Na+] (sodamide), product, Cl (hydrochloric acid), CN1CC(CC1)O (1-methyl-3-pyrrolidinol), C1(=CC=C(C=C1)S(=O)(=O)Cl)C (p-toluene sulfonyl chloride), S(=O)(=O)([O-])C1=CC=C(C)C=C1 (tosylate). Run at time 1 hour. Starting materials: C1(CCCC1)N(C(NC=1SC(=CN1)SCC(=O)O)=O)[C@@H]1CC[C@H](CC1)CC ({2-[3-cyclopentyl-3-(trans-4-ethyl-cyclohexyl)-ureido]-thiazol-5-ylsulfanyl}-acetic acid), C(C)(C)(C)C1CCC(CC1)NC1CCCC1 ((4-tert-butyl-cyclohexyl)-cyclopentyl-amine), C(C)OC(CSC1=CN=C(S1)N)=O ((2-amino-thiazol-5-ylsulfanyl)-acetic acid ethyl ester). The product is C(C)(C)(C)[C@@H]1CC[C@H](CC1)N(C(NC=1SC(=CN1)SCC(=O)O)=O)C1CCCC1 ({2-[3-(trans-4-tert-Butyl-cyclohexyl)-3-cyclopentyl-ureido]-thiazol-5-ylsulfanyl}-acetic acid). Reaction SMILES: C1(N([C@H]2CC[C@H](CC)CC2)[C:7](=[O:19])[NH:8][C:9]2[S:10][C:11]([S:14][CH2:15][C:16]([OH:18])=[O:17])=[CH:12][N:13]=2)CCCC1.[C:28]([CH:32]1[CH2:37][CH2:36][CH:35]([NH:38][CH:39]2[CH2:43][CH2:42][CH2:41][CH2:40]2)[CH2:34][CH2:33]1)([CH3:31])([CH3:30])[CH3:29].C(OC(=O)CSC1SC(N)=NC=1)C>>[C:28]([C@H:32]1[CH2:37][CH2:36][C@H:35]([N:38]([CH:39]2[CH2:43][CH2:42][CH2:41][CH2:40]2)[C:7](=[O:19])[NH:8][C:9]2[S:10][C:11]([S:14][CH2:15][C:16]([OH:18])=[O:17])=[CH:12][N:13]=2)[CH2:34][CH2:33]1)([CH3:31])([CH3:29])[CH3:30]. Procedure: Prepared in a similar manner to {2-[3-cyclopentyl-3-(trans-4-ethyl-cyclohexyl)-ureido]-thiazol-5-ylsulfanyl}-acetic acid via (4-tert-butyl-cyclohexyl)-cyclopentyl-amine and (2-amino-thiazol-5-ylsulfanyl)-acetic acid ethyl ester to give the title compound. Starting materials: Cl, CCOC(=O)C1(CN)CCN(C(=O)OC(C)(C)C)CC1, C1COCCO1. Product: CCOC(=O)C1(CN)CCNCC1. As a reaction SMILES: [ClH:1].[NH2:2][CH2:3][C:4]1([C:17](=[O:18])[O:19][CH2:20][CH3:21])[CH2:5][CH2:6][N:7]([C:10]([O:11][C:12]([CH3:13])([CH3:14])[CH3:15])=[O:16])[CH2:8][CH2:9]1.[O:22]1[CH2:23][CH2:24][O:25][CH2:26][CH2:27]1>>[NH2:2][CH2:3][C:4]1([C:17](=[O:18])[O:19][CH2:20][CH3:21])[CH2:5][CH2:6][NH:7][CH2:8][CH2:9]1. Reactants: COC1=CC=C(C=C1)S(=O)(=O)N(C1=C2C(=NC=C1C(=O)OCC)SN=C2C)CC=2C=NC=CC2 (ethyl 4-[(4-methoxybenzenesulfonyl)-pyridin-3-ylmethylamino]-3-methylisothiazolo[5,4-b]pyridine-5-carboxylate), [OH-].[K+] (KOH). Yields the product COC1=CC=C(C=C1)S(=O)(=O)N(C1=C2C(=NC=C1C(=O)O)SN=C2C)CC=2C=NC=CC2 (4-[(4-methoxybenzenesulfonyl)pyridin-3-ylmethylamino]-3-methylisothiazolo[5,4-b]pyridine-5-carboxylic acid). As a reaction SMILES: [CH3:1][O:2][C:3]1[CH:8]=[CH:7][C:6]([S:9]([N:12]([CH2:28][C:29]2[CH:30]=[N:31][CH:32]=[CH:33][CH:34]=2)[C:13]2[C:18]([C:19]([O:21]CC)=[O:20])=[CH:17][N:16]=[C:15]3[S:24][N:25]=[C:26]([CH3:27])[C:14]=23)(=[O:11])=[O:10])=[CH:5][CH:4]=1.[OH-].[K+]>>[CH3:1][O:2][C:3]1[CH:8]=[CH:7][C:6]([S:9]([N:12]([CH2:28][C:29]2[CH:30]=[N:31][CH:32]=[CH:33][CH:34]=2)[C:13]2[C:18]([C:19]([OH:21])=[O:20])=[CH:17][N:16]=[C:15]3[S:24][N:25]=[C:26]([CH3:27])[C:14]=23)(=[O:11])=[O:10])=[CH:5][CH:4]=1 |f:1.2|. Procedure: Following the procedure of Example 39, a 2.25 g sample of the above ester was hydrolysed with KOH to give 0.46 g of 4-[(4-methoxybenzenesulfonyl)pyridin-3-ylmethylamino]-3-methylisothiazolo[5,4-b]pyridine-5-carboxylic acid as a white solid, m.p. 234-236° C. Starting materials: COC(C1NCCC1)=O (DL-proline methylester), C1(=CC=C(C=C1)S(=O)(=O)Cl)C (toluene-4-sulfonyl chloride). Yields the product COC(=O)C1N(CCC1)S(=O)(=O)C1=CC=C(C=C1)C ((RS)-1-(toluene-4-sulfonyl)-pyrrolidine-2-carboxylic acid methyl ester). Reaction SMILES: [CH3:1][O:2][C:3](=[O:9])[CH:4]1[CH2:8][CH2:7][CH2:6][NH:5]1.[C:10]1([CH3:20])[CH:15]=[CH:14][C:13]([S:16](Cl)(=[O:18])=[O:17])=[CH:12][CH:11]=1>>[CH3:1][O:2][C:3]([CH:4]1[CH2:8][CH2:7][CH2:6][N:5]1[S:16]([C:13]1[CH:14]=[CH:15][C:10]([CH3:20])=[CH:11][CH:12]=1)(=[O:18])=[O:17])=[O:9]. Reported procedure: Reaction of DL-proline methylester with toluene-4-sulfonyl chloride according to the general procedure of example 1d yielded (RS)-1-(toluene-4-sulfonyl)-pyrrolidine-2-carboxylic acid methyl ester as a white solid, m.p.=93° C. and MS: m/e=283 (M+).